Dataset: the Open Reaction Database (ORD), a public repository of structured organic reaction records. Task: describe an organic reaction: reactants, conditions, products, and yield Starting materials: OC1=C(C=CC=2C[C@@H]3[C@@]4(CCC(C[C@@]4(C12)CCN3C)=O)O)C(=O)NCCC3=CC=C(C=C3)C=3C=NC(=NC3)OC (4,14-dihydroxy-N-{2-[4-(2-methoxypyrimidin-5-yl)phenyl]ethyl}-17-methyl-6-oxomorphinan-3-carboxamide), Cl.N1=CC=CC=C1 (pyridine hydrochloride), C([O-])(O)=O.[Na+] (sodium bicarbonate). Conditions: temperature 150 celsius. Product: OC1=C(C=CC=2C[C@@H]3[C@@]4(CCC(C[C@@]4(C12)CCN3C)=O)O)C(=O)NCCC3=CC=C(C=C3)C=3C=NC(NC3)=O (4,14-dihydroxy-17-methyl-6-oxo-N-{2-[4-(2-oxo-1,2-dihydropyrimidin-5-yl)phenyl]ethyl}morphinan-3-carboxamide). Yield: 31.5%. Reaction SMILES: [OH:1][C:2]1[C:15]2[C@:14]34[CH2:16][CH2:17][N:18]([CH3:19])[C@@H:8]([C@:9]3([OH:21])[CH2:10][CH2:11][C:12](=[O:20])[CH2:13]4)[CH2:7][C:6]=2[CH:5]=[CH:4][C:3]=1[C:22]([NH:24][CH2:25][CH2:26][C:27]1[CH:32]=[CH:31][C:30]([C:33]2[CH:34]=[N:35][C:36]([O:39]C)=[N:37][CH:38]=2)=[CH:29][CH:28]=1)=[O:23].Cl.N1C=CC=CC=1.C(=O)(O)[O-].[Na+]>>[OH:1][C:2]1[C:15]2[C@:14]34[CH2:16][CH2:17][N:18]([CH3:19])[C@@H:8]([C@:9]3([OH:21])[CH2:10][CH2:11][C:12](=[O:20])[CH2:13]4)[CH2:7][C:6]=2[CH:5]=[CH:4][C:3]=1[C:22]([NH:24][CH2:25][CH2:26][C:27]1[CH:28]=[CH:29][C:30]([C:33]2[CH:34]=[N:35][C:36](=[O:39])[NH:37][CH:38]=2)=[CH:31][CH:32]=1)=[O:23] |f:1.2,3.4|. Procedure details: A mixture of 4,14-dihydroxy-N-{2-[4-(2-methoxypyrimidin-5-yl)phenyl]ethyl}-17-methyl-6-oxomorphinan-3-carboxamide (3) (0.5 g, 0.9 mmol) and pyridine hydrochloride (5 mL) was heated at 150° C. for 6 h. The reaction mixture was cooled, basified with saturated aqueous sodium bicarbonate and extracted with dichloromethane (3×40 mL). The aqueous phase was filtered and the collected brown solid was combined with the organic washes and evaporated to dryness. The residue was purified on silica eluting w... Reactants: COc1ccc(Br)cc1C=O, Nc1cccc(-c2c(Cc3ccccc3)cnc3c(C(F)(F)F)cccc23)c1. The product is COc1ccc(Br)cc1CNc1cccc(-c2c(Cc3ccccc3)cnc3c(C(F)(F)F)cccc23)c1. As a reaction SMILES: [Br:29][c:30]1[cH:31][cH:32][c:33]([O:38][CH3:39])[c:34]([CH:35]=[O:36])[cH:37]1.[CH2:1]([c:2]1[cH:3][cH:4][cH:5][cH:6][cH:7]1)[c:8]1[cH:9][n:10][c:11]2[c:12]([C:25]([F:26])([F:27])[F:28])[cH:13][cH:14][cH:15][c:16]2[c:17]1-[c:18]1[cH:19][c:20]([NH2:24])[cH:21][cH:22][cH:23]1>>[CH2:1]([c:2]1[cH:3][cH:4][cH:5][cH:6][cH:7]1)[c:8]1[cH:9][n:10][c:11]2[c:12]([C:25]([F:26])([F:27])[F:28])[cH:13][cH:14][cH:15][c:16]2[c:17]1-[c:18]1[cH:19][c:20]([NH:24][CH2:35][c:34]2[c:33]([O:38][CH3:39])[cH:32][cH:31][c:30]([Br:29])[cH:37]2)[cH:21][cH:22][cH:23]1. Reactants: BrC(C(=O)OCC)(F)F (ethyl bromodifluoroacetate), [N+](=O)([O-])C=1C=C(C=O)C=CC1 (3-nitrobenzaldehyde), C(C)(=O)OCC (ethyl acetate), Cl (hydrochloric acid). Reagents/catalysts: C[Si](C)(C)Cl (trimethylsilyl chloride), [Zn] (zinc). Run in O1CCCC1 (tetrahydrofuran). Reaction conditions: time 5 minute. The product is FC(C(=O)OCC)(C(C1=CC(=CC=C1)[N+](=O)[O-])O)F (ethyl 2,2-difluoro-3-hydroxy-3-(3-nitrophenyl)propanoate). As a reaction SMILES: [N+:1]([C:4]1[CH:5]=[C:6]([CH:9]=[CH:10][CH:11]=1)[CH:7]=[O:8])([O-:3])=[O:2].C(OCC)(=O)C.Cl.Br[C:20]([F:27])([F:26])[C:21]([O:23][CH2:24][CH3:25])=[O:22]>O1CCCC1.C[Si](Cl)(C)C.[Zn]>[F:26][C:20]([F:27])([CH:7]([OH:8])[C:6]1[CH:9]=[CH:10][CH:11]=[C:4]([N+:1]([O-:3])=[O:2])[CH:5]=1)[C:21]([O:23][CH2:24][CH3:25])=[O:22]. Procedure details: To a suspension of zinc (962 mg) in tetrahydrofuran (25 mL), trimethylsilyl chloride (1 drop) and ethyl bromodifluoroacetate (2.2 mL) were added at room temperature, and the mixture was stirred for 5 minutes under reflux by heating. To the reaction mixture, 3-nitrobenzaldehyde (695 mg) was added, and the mixture was stirred for 30 minutes under reflux by heating. The reaction mixture was cooled to room temperature, and then ethyl acetate and 1.0 mol/L aqueous hydrochloric acid were added to the ... Reactants: CC(C)CCC[C@@H](C)CCC[C@@H](C)CCC\C(\C)=C\CO (phytol), C1(CCCCC1)N=C=NC1CCCCC1 (dicyclohexylcarbodiimide), cuprous chloride, C(CCCCCCC\C=C/CCCCCCCC)(=O)O (oleic acid). Run in CCCCCC (n-hexane). Run at time 2 hour. Yields the product C(CCCCCCC\C=C/CCCCCCCC)(=O)[O-] (oleate), C(CCCCCCC\C=C/CCCCCCCC)(=O)OC\C=C(/C)\CCC[C@H](C)CCC[C@H](C)CCCC(C)C (phytyl oleate). Reaction SMILES: [CH3:1][CH:2]([CH2:4][CH2:5][CH2:6][C@H:7]([CH2:9][CH2:10][CH2:11][C@H:12]([CH2:14][CH2:15][CH2:16]/[C:17](=[CH:19]/[CH2:20][OH:21])/[CH3:18])[CH3:13])[CH3:8])[CH3:3].C1(N=C=NC2CCCCC2)CCCCC1.[C:37]([OH:56])(=[O:55])[CH2:38][CH2:39][CH2:40][CH2:41][CH2:42][CH2:43][CH2:44]/[CH:45]=[CH:46]\[CH2:47][CH2:48][CH2:49][CH2:50][CH2:51][CH2:52][CH2:53][CH3:54]>CCCCCC>[C:37]([O-:56])(=[O:55])[CH2:38][CH2:39][CH2:40][CH2:41][CH2:42][CH2:43][CH2:44]/[CH:45]=[CH:46]\[CH2:47][CH2:48][CH2:49][CH2:50][CH2:51][CH2:52][CH2:53][CH3:54].[C:37]([O:21][CH2:20]/[CH:19]=[C:17](/[CH2:16][CH2:15][CH2:14][C@@H:12]([CH2:11][CH2:10][CH2:9][C@@H:7]([CH2:6][CH2:5][CH2:4][CH:2]([CH3:1])[CH3:3])[CH3:8])[CH3:13])\[CH3:18])(=[O:55])[CH2:38][CH2:39][CH2:40][CH2:41][CH2:42][CH2:43][CH2:44]/[CH:45]=[CH:46]\[CH2:47][CH2:48][CH2:49][CH2:50][CH2:51][CH2:52][CH2:53][CH3:54]. Reported procedure: A mixture of 15 g of phytol, 11 g of dicyclohexylcarbodiimide and 0.1 g of cuprous chloride was stirred at 90°-100° C. for two hours under nitrogen, to which 16 g of oleic acid was added, followed by further two hours' stirring at 90°-100° C. After cooling, the reaction mixture was added with 100 ml of n-hexane, freed from any insoluble matters through filtration and the filtrate was concentrated under reduced pressure. The residue was subjected to silica gel chromatography to yield 12.6 g of is... Starting materials: N1C=NC=C1 (imidazole), C(C)(=O)NC=1C=C(N(CC)CC)C=CC1N=NC1=C(C=C(C=C1)[N+](=O)[O-])[N+](=O)[O-] (3-acetylamino-4-(2',4'-dinitrophenylazo)-N,N-diethylaniline). Procedure details: A stirred mixture of 3-acetylamino-4-(2'-bromo-4',6'-dinitro phenylazo)-N,N-diethylaniline (4.8 parts), copper (I) iodide (2.0 parts), formaldoxime trimer (1.8 parts), imidazole (1.35 parts), and nitrobenzene (100 parts) was heated to 85° C. for 71/2 hours when thin layer chromatography showed reaction to be effectively complete. Isolation of the product by the method of Example 9 gave 3-acetylamino-4-(2'-cyano-4',6'-dinitrophneylazo)-N,N-diethylaniline (infra red spectrum identical with that of... RXN SMILES: [NH:1]1C=CN=[CH:2]1.[C:6]([NH:9][C:10]1[CH:11]=[C:12]([CH:18]=[CH:19][C:20]=1[N:21]=[N:22][C:23]1[CH:28]=[CH:27][C:26]([N+:29]([O-:31])=[O:30])=[CH:25][C:24]=1[N+:32]([O-:34])=[O:33])[N:13]([CH2:16][CH3:17])[CH2:14][CH3:15])(=[O:8])[CH3:7]>>[C:6]([NH:9][C:10]1[CH:11]=[C:12]([CH:18]=[CH:19][C:20]=1[N:21]=[N:22][C:23]1[C:24]([N+:32]([O-:34])=[O:33])=[CH:25][C:26]([N+:29]([O-:31])=[O:30])=[CH:27][C:28]=1[C:2]#[N:1])[N:13]([CH2:14][CH3:15])[CH2:16][CH3:17])(=[O:8])[CH3:7]. The product is C(C)(=O)NC=1C=C(N(CC)CC)C=CC1N=NC1=C(C=C(C=C1[N+](=O)[O-])[N+](=O)[O-])C#N (3-acetylamino-4-(2'-cyano-4',6'-dinitrophenylazo)-N,N-diethylaniline). Starting materials: N#CC(O)c1cccc(Oc2ccccc2)c1, CO, [Cl-], CCOC(=O)C(C=Cc1cccc(F)c1)C(C)C, O=CCc1cccc(F)c1, CC(C)C(C=Cc1cccc(F)c1)C(=O)O, [K+], [OH-], O. Product: CC(C)C(C=Cc1cccc(F)c1)C(=O)OC(C#N)c1cccc(Oc2ccccc2)c1. As a reaction SMILES: [C:51](#[N:52])[CH:53]([c:54]1[cH:55][c:56]([O:60][c:61]2[cH:62][cH:63][cH:64][cH:65][cH:66]2)[cH:57][cH:58][cH:59]1)[OH:67].[CH3:31][OH:32].[Cl-:50].[F:11][c:12]1[cH:13][c:14]([CH:15]=[CH:16][CH:17]([CH:18]([CH3:19])[CH3:20])[C:21]([O:22][CH2:23][CH3:24])=[O:25])[cH:26][cH:27][cH:28]1.[F:1][c:2]1[cH:3][c:4]([CH2:5][CH:6]=[O:7])[cH:8][cH:9][cH:10]1.[F:34][c:35]1[cH:36][c:37]([CH:41]=[CH:42][CH:43]([C:44](=[O:45])[OH:46])[CH:47]([CH3:48])[CH3:49])[cH:38][cH:39][cH:40]1.[K+:30].[OH-:29].[OH2:33]>>[F:34][c:35]1[cH:36][c:37]([CH:41]=[CH:42][CH:43]([C:44](=[O:45])[O:46][CH:53]([C:51]#[N:52])[c:54]2[cH:55][c:56]([O:60][c:61]3[cH:62][cH:63][cH:64][cH:65][cH:66]3)[cH:57][cH:58][cH:59]2)[CH:47]([CH3:48])[CH3:49])[cH:38][cH:39][cH:40]1. Reactants: CCOC(=O)C(=O)c1ccc(OCC(=O)c2c(C)cc(C)cc2C)cc1, CO, [Na+], [OH-], O. The product is Cc1cc(C)c(C(=O)COc2ccc(C(=O)C(=O)O)cc2)c(C)c1. RXN SMILES: [CH2:1]([CH3:2])[O:3][C:4]([C:5]([c:6]1[cH:7][cH:8][c:9]([O:12][CH2:13][C:14]([c:15]2[c:16]([CH3:23])[cH:17][c:18]([CH3:22])[cH:19][c:20]2[CH3:21])=[O:24])[cH:10][cH:11]1)=[O:25])=[O:26].[CH3:30][OH:31].[Na+:28].[OH-:27].[OH2:29]>>[O:3]=[C:4]([C:5]([c:6]1[cH:7][cH:8][c:9]([O:12][CH2:13][C:14]([c:15]2[c:16]([CH3:23])[cH:17][c:18]([CH3:22])[cH:19][c:20]2[CH3:21])=[O:24])[cH:10][cH:11]1)=[O:25])[OH:26]. The reactants are C(#N)C1=C(C(=O)O)C=C(C=C1)F (2-Cyano-5-fluoro-benzoic acid), C(C)(=O)Cl (acetyl chloride). Run in CO (methanol). Product: COC(C1=C(C=CC(=C1)F)C#N)=O (2-Cyano-5-fluoro-benzoic acid methyl ester). RXN SMILES: [C:1]([C:3]1[CH:11]=[CH:10][C:9]([F:12])=[CH:8][C:4]=1[C:5]([OH:7])=[O:6])#[N:2].[C:13](Cl)(=O)C>CO>[CH3:13][O:6][C:5](=[O:7])[C:4]1[CH:8]=[C:9]([F:12])[CH:10]=[CH:11][C:3]=1[C:1]#[N:2]. Reported procedure: To a stirred suspension of 16.0 g (96.9 mmol) 2-Cyano-5-fluoro-benzoic acid (Apollo) and 161 ml methanol were added 30.4 g (387.6 mmol) acetyl chloride drop wisely at 0° C. The reaction mixture was stirred over night, filtered and concentrated. The residue was diluted with dichloromethane, washed with diluted sodium hydrogen carbonate solution, dried with sodium sulphate and concentrated. The residue was purified by column chromatography (hexane:ethylacetate). The desired product 21a was obtaine... Reactants: CC(=O)NCCC1=CNC2=C1C=C(C=C2)OC (melatonin), IN1C(CCC1=O)=O (N-iodosuccinimide). Solvent: C(Cl)(Cl)Cl (chloroform). Reaction conditions: temperature -20 celsius, time 4.5 hour. Yields the product C(C)(=O)NCCC1=C(NC2=CC=C(C=C12)OC)I (N-acetyl-2-iodo-5-methoxytriptamine). As a reaction SMILES: [CH3:1][C:2]([NH:4][CH2:5][CH2:6][C:7]1[C:11]2[CH:12]=[C:13]([O:16][CH3:17])[CH:14]=[CH:15][C:10]=2[NH:9][CH:8]=1)=[O:3].[I:18]N1C(=O)CCC1=O>C(Cl)(Cl)Cl>[C:2]([NH:4][CH2:5][CH2:6][C:7]1[C:11]2[C:10](=[CH:15][CH:14]=[C:13]([O:16][CH3:17])[CH:12]=2)[NH:9][C:8]=1[I:18])(=[O:3])[CH3:1]. Reported procedure: To a solution of melatonin (2.32 g: 10 mM) in chloroform (70 ml) cooled at -20° C. there is added N-iodosuccinimide (NIS:2.25 g; 10 nM); the reaction mixture is stirred at -20° C. for 4.5 hours. Reactants: CON=C(C(=O)NC1[C@@H]2N(C(C(CS2)O)C(=O)O)C1=O)C(CBr)=O (7-(2-Methoxyimino-3-oxo-4-bromobutyramido)-3-hydroxycepham-4-carboxylic acid), resultant solution, ice water, P(=O)(Cl)(Cl)Cl (phosphorus oxychloride). Run in CN(C=O)C (N,N-dimethylformamide), O1CCCC1 (tetrahydrofuran), O1CCCC1 (tetrahydrofuran), CN(C=O)C (N,N-dimethylformamide). Run at temperature 22 celsius, time 30 minute. Product: CON=C(C(=O)NC1[C@@H]2N(C(=CCS2)C(=O)O)C1=O)C(CBr)=O (7-(2-methoxyimino-3-oxo-4-bromobutyramido)-3-cephem-4-carboxylic acid). Isolated yield 68.1%. As a reaction SMILES: [CH3:1][O:2][N:3]=[C:4]([C:21](=[O:24])[CH2:22][Br:23])[C:5]([NH:7][CH:8]1[C:19](=[O:20])[N:10]2[CH:11]([C:16]([OH:18])=[O:17])[CH:12](O)[CH2:13][S:14][C@H:9]12)=[O:6].P(Cl)(Cl)(Cl)=O>CN(C)C=O.O1CCCC1>[CH3:1][O:2][N:3]=[C:4]([C:21](=[O:24])[CH2:22][Br:23])[C:5]([NH:7][CH:8]1[C:19](=[O:20])[N:10]2[C:11]([C:16]([OH:18])=[O:17])=[CH:12][CH2:13][S:14][C@H:9]12)=[O:6]. Reported procedure: 7-(2-Methoxyimino-3-oxo-4-bromobutyramido)-3-hydroxycepham-4-carboxylic acid (syn isomer, 2.1 g.) was dissolved in a solution of N,N-dimethylformamide (0.8 ml.) and tetrahydrofuran (7.6 ml). To the solution was added a solution of N,N-dimethylformamide (0.78 ml) and phosphorus oxychloride (0.9 ml) in tetrahydrofuran (0.7 ml) all at once at -5° C., and stirred at the same temperature for 30 minutes and at 22° C. for 30 minutes. The resultant solution was poured into ice water. The precipitates we...